Dataset: the Open Reaction Database (ORD), a public repository of structured organic reaction records. Task: describe an organic reaction: reactants, conditions, products, and yield Reactants: COC1=CC=C(C=C1)S(=O)(=O)C1(C(NC(S1)=O)=O)CCCC#CC1=CC(=CC=C1)[N+](=O)[O-] (5-(4-methoxybenzenesulfonyl)-5-[5-(3-nitrophenyl)pent-4-ynyl]-thiazolidine-2,4-dione). Reagents/catalysts: [Fe] (iron). Solvent: C(C)(=O)O (acetic acid). Yields the product NC=1C=C(C=CC1)C#CCCCC1(C(NC(S1)=O)=O)S(=O)(=O)C1=CC=C(C=C1)OC (5-[5-(3-Aminophenyl)pent-4-ynyl]-5-(4-methoxybenzenesulfonyl)-thiazolidine-2,4-dione). As a reaction SMILES: [CH3:1][O:2][C:3]1[CH:8]=[CH:7][C:6]([S:9]([C:12]2([CH2:19][CH2:20][CH2:21][C:22]#[C:23][C:24]3[CH:29]=[CH:28][CH:27]=[C:26]([N+:30]([O-])=O)[CH:25]=3)[S:16][C:15](=[O:17])[NH:14][C:13]2=[O:18])(=[O:11])=[O:10])=[CH:5][CH:4]=1>C(O)(=O)C.[Fe]>[NH2:30][C:26]1[CH:25]=[C:24]([C:23]#[C:22][CH2:21][CH2:20][CH2:19][C:12]2([S:9]([C:6]3[CH:5]=[CH:4][C:3]([O:2][CH3:1])=[CH:8][CH:7]=3)(=[O:11])=[O:10])[S:16][C:15](=[O:17])[NH:14][C:13]2=[O:18])[CH:29]=[CH:28][CH:27]=1. Reported procedure: A sample of 5-(4-methoxybenzenesulfonyl)-5-[5-(3-nitrophenyl)pent-4-ynyl]-thiazolidine-2,4-dione of Example 118 was reduced with iron in acetic acid to give the title compound as crystals, m.p. 135-138° C.